Dataset: the Open Reaction Database (ORD), a public repository of structured organic reaction records. Task: describe an organic reaction: reactants, conditions, products, and yield The reactants are FC1=C(OC2=C(C=C3C(CC(C3=C2)=O)C2=CC=CC=C2)NS(=O)(=O)C)C=CC(=C1)F (6-(2,4-difluorophenoxy)-5-methylsulfonylamino-3-phenyl-1-indanone), [BH4-].[Na+] (sodium borohydride). Run in CO (methanol), [OH-].[Na+] (sodium hydroxide). Run at time 16 hour. Product: FC1=C(OC2=C(C=C3CCC(C3=C2)O)NS(=O)(=O)C)C=CC(=C1)F (N-[6-(2,4-difluorophenoxy)1-hydroxy-5-indanyl]methanesulfonamide). The yield is 96.5%. As a reaction SMILES: [F:1][C:2]1[CH:29]=[C:28]([F:30])[CH:27]=[CH:26][C:3]=1[O:4][C:5]1[CH:13]=[C:12]2[C:8]([CH:9](C3C=CC=CC=3)[CH2:10][C:11]2=[O:14])=[CH:7][C:6]=1[NH:21][S:22]([CH3:25])(=[O:24])=[O:23].[BH4-].[Na+]>CO.[OH-].[Na+]>[F:1][C:2]1[CH:29]=[C:28]([F:30])[CH:27]=[CH:26][C:3]=1[O:4][C:5]1[CH:13]=[C:12]2[C:8]([CH2:9][CH2:10][CH:11]2[OH:14])=[CH:7][C:6]=1[NH:21][S:22]([CH3:25])(=[O:24])=[O:23] |f:1.2,4.5|. Reported procedure: 2.13 g of 6-(2,4-difluorophenoxy)-5-methylsulfonylamino-3-phenyl-1-indanone is dissolved in 20 ml of methanol and 5.5 ml of 1N sodium hydroxide solution. At 0° C., 400 mg of sodium borohydride is added to the mixture. After 16 hours at 20° C., the mixture is concentrated, combined with water, neutralized with 1N sulfuric acid, and vacuum-filtered, thus obtaining 1.7 g of N-[6-(2,4-difluorophenoxy)1-hydroxy-5-indanyl]methanesulfonamide, mp 119° C. Reactants: CC1SC(C(=O)O)Cc2cc3c(cc2C1=O)OCO3, CCN=C=NCCCN(C)C, Cl, Nc1ccc(Cn2oc(=O)[nH]c2=O)cc1, CN(C)C=O, O. The product is CC1SC(C(=O)Nc2ccc(Cn3oc(=O)[nH]c3=O)cc2)Cc2cc3c(cc2C1=O)OCO3. Reaction SMILES: [CH2:1]1[O:2][c:3]2[cH:4][c:5]3[c:6]([cH:17][c:18]2[O:19]1)[CH2:7][CH:8]([C:14](=[O:15])[OH:16])[S:9][CH:10]([CH3:13])[C:11]3=[O:12].[CH2:36]([N:37]=[C:38]=[N:39][CH2:40][CH2:41][CH2:42][N:43]([CH3:44])[CH3:45])[CH3:46].[ClH:35].[NH2:20][c:21]1[cH:22][cH:23][c:24]([CH2:25][n:26]2[o:27][c:28](=[O:32])[nH:29][c:30]2=[O:31])[cH:33][cH:34]1.[O:48]=[CH:49][N:50]([CH3:51])[CH3:52].[OH2:47]>>[CH2:1]1[O:2][c:3]2[cH:4][c:5]3[c:6]([cH:17][c:18]2[O:19]1)[CH2:7][CH:8]([C:14](=[O:16])[NH:20][c:21]1[cH:22][cH:23][c:24]([CH2:25][n:26]2[o:27][c:28](=[O:32])[nH:29][c:30]2=[O:31])[cH:33][cH:34]1)[S:9][CH:10]([CH3:13])[C:11]3=[O:12]. The reactants are crude residue, C([O-])([O-])=O.[K+].[K+] (potassium carbonate), C(C)(C)(C)OC(N[C@@H]1CC[C@H](CC1)CCC(N1CCN(CC1)C1=CC=C(C=C1)C(F)(F)F)=O)=O ((Trans-4-{3-oxo-3-[4-(4-trifluoromethyl-phenyl)-piperazin-1-yl]-propyl}-cyclohexyl)-carbamic acid tert-butyl ester), FC(C(=O)O)(F)F (trifluoroacetic acid), FC=1C=CC(=C(C1)C(F)(F)F)[N+](=O)[O-] (5-Fluoro-2-nitrobenzotrifluoride). Run in ClCCl (dichloromethane), ClCCl (dichloromethane), CS(=O)C (dimethylsulfoxide). Reaction conditions: time 30 minute. Product: [N+](=O)([O-])C1=C(C=C(C=C1)N[C@@H]1CC[C@H](CC1)CCC(=O)N1CCN(CC1)C1=CC=C(C=C1)C(F)(F)F)C(F)(F)F (3-(trans-4-(4-nitro-3-trifluoromethyl-phenylamino)-cyclohexyl)-1-(4-(4-trifluoromethyl-phenyl)-piperazin-1-yl)-propan-1-one), solid. The yield is 48.0%. Reaction SMILES: C(O[C:6](=O)[NH:7][C@H:8]1[CH2:13][CH2:12][C@H:11]([CH2:14][CH2:15][C:16](=[O:33])[N:17]2[CH2:22][CH2:21][N:20]([C:23]3[CH:28]=[CH:27][C:26]([C:29]([F:32])([F:31])[F:30])=[CH:25][CH:24]=3)[CH2:19][CH2:18]2)[CH2:10][CH2:9]1)(C)(C)C.FC(F)(F)C(O)=O.C(=O)([O-])[O-].[K+].[K+].FC1[CH:50]=[CH:51][C:52]([N+:59]([O-:61])=[O:60])=[C:53]([C:55]([F:58])([F:57])[F:56])[CH:54]=1>CS(C)=O.ClCCl>[N+:59]([C:52]1[CH:51]=[CH:50][C:6]([NH:7][C@H:8]2[CH2:9][CH2:10][C@H:11]([CH2:14][CH2:15][C:16]([N:17]3[CH2:22][CH2:21][N:20]([C:23]4[CH:28]=[CH:27][C:26]([C:29]([F:32])([F:31])[F:30])=[CH:25][CH:24]=4)[CH2:19][CH2:18]3)=[O:33])[CH2:12][CH2:13]2)=[CH:54][C:53]=1[C:55]([F:56])([F:57])[F:58])([O-:61])=[O:60] |f:2.3.4|. Procedure: (Trans-4-{3-oxo-3-[4-(4-trifluoromethyl-phenyl)-piperazin-1-yl]-propyl}-cyclohexyl)-carbamic acid tert-butyl ester (23 mg, 0.06 mmol, prepared in accordance with Example 40) was combined with a 50% (vol/vol) solution of trifluoroacetic acid and dichloromethane (3 mL). The resulting mixture was stirred for 30 min at room temperature. The mixture was then concentrated under vacuum to form a crude residue. The crude residue was dissolved in dimethylsulfoxide (3 mL). Afterward, potassium carbonate w... The reactants are N[C@@H](CC1=CC(I)=C(C(I)=C1)OC1=CC(I)=C(C(I)=C1)O)C(=O)O (L-thyroxine), FC(C(=O)O)(F)F (trifluoroacetic acid), FC(C(=O)OC(C(F)(F)F)=O)(F)F (trifluoroacetic anhydride), [Cl-].[Na+] (sodium chloride). Run in C(C)(=O)OCC (ethyl acetate), O (H2O). The product is FC(C(=O)N[C@@H](CC1=CC(I)=C(C(I)=C1)OC1=CC(I)=C(C(I)=C1)O)C(=O)O)(F)F (N-Trifluoroacetylthyroxine). As a reaction SMILES: [NH2:1][C@H:2]([C:22]([OH:24])=[O:23])[CH2:3][C:4]1[CH:11]=[C:9]([I:10])[C:8]([O:12][C:13]2[CH:20]=[C:18]([I:19])[C:17]([OH:21])=[C:15]([I:16])[CH:14]=2)=[C:6]([I:7])[CH:5]=1.[F:25][C:26]([F:31])([F:30])[C:27](O)=[O:28].FC(F)(F)C(OC(=O)C(F)(F)F)=O.[Cl-].[Na+]>C(OCC)(=O)C.O>[F:25][C:26]([F:31])([F:30])[C:27]([NH:1][C@H:2]([C:22]([OH:24])=[O:23])[CH2:3][C:4]1[CH:5]=[C:6]([I:7])[C:8]([O:12][C:13]2[CH:14]=[C:15]([I:16])[C:17]([OH:21])=[C:18]([I:19])[CH:20]=2)=[C:9]([I:10])[CH:11]=1)=[O:28] |f:3.4|. Procedure: A solution of 20 g [25.6 millimoles (mmol)] of L-thyroxine (Sigma Chemical Co., St. Louis, Missouri USA) in 240 ml of dry ethyl acetate containing 46 ml of trifluoroacetic acid and 7.6 ml of trifluoroacetic anhydride was stirred at 0° C. for one hour. Upon warming to room temperature and adding 200 ml of H2O, a suspension formed which was then saturated with sodium chloride. The organic phase of the mixture was separated, washed with saturated aqueous sodium chloride solution, dried over anhydro... Starting materials: [H-].[Al+3].[Li+].[H-].[H-].[H-] (lithium aluminium hydride), C(C)(C)(C)OC(=O)N1[C@@H](CNCC1)C(=O)O ((2S)-1-(tert-butoxycarbonyl)piperazine-2-carboxylic acid), [OH-].[Na+] (sodium hydroxide), O (water), O (water). The solvent is O1CCCC1 (tetrahydrofuran), O1CCCC1 (tetrahydrofuran). Conditions: temperature 15 celsius, time 0.5 hour. Product: CN1[C@@H](CNCC1)CO ([(2S)-1-methylpiperazin-2-yl]methanol). The yield is 67.0%. As a reaction SMILES: [H-].[Al+3].[Li+].[H-].[H-].[H-].C(O[C:12]([N:14]1[CH2:19][CH2:18][NH:17][CH2:16][C@H:15]1[C:20](O)=[O:21])=O)(C)(C)C.O.[OH-].[Na+]>O1CCCC1>[CH3:12][N:14]1[CH2:19][CH2:18][NH:17][CH2:16][C@H:15]1[CH2:20][OH:21] |f:0.1.2.3.4.5,8.9|. Reported procedure: A solution of lithium aluminium hydride in tetrahydrofuran (1M, 22.0 ml, 22.0 mmol) was added dropwise to a solution of (2S)-1-(tert-butoxycarbonyl)piperazine-2-carboxylic acid (see U.S. Pat. No. 5,348,955, 1.007 g, 4.38 mmol) in tetrahydrofuran (20 ml) cooled to −15° C. The mixture was allowed to warm to 15° C. over 1.5 hours and then heated at reflux for 3 hours. The mixture was cooled in an ice bath and then water (0.4 ml) was added dropwise followed by a dilute solution of sodium hydroxide (... The reactants are CC1CC(CCC1)=O (3-Methylcyclohexanone), CN1C(C(=CC(=C1)[N+](=O)[O-])[N+](=O)[O-])=O (1-methyl-3,5-dinitro-2-pyridone), N (ammonia). Product: CC1CCC=2C=C(C=NC2C1)[N+](=O)[O-] (5,6,7,8-Tetrahydro-7-methyl-3-nitro-quinoline). Yield: 53.7%. Reaction SMILES: [CH3:1][CH:2]1[CH2:7][CH2:6][CH2:5][C:4](=O)[CH2:3]1.C[N:10]1[CH:15]=[C:14]([N+:16]([O-:18])=[O:17])[CH:13]=C([N+]([O-])=O)C1=O.N>>[CH3:1][CH:2]1[CH2:3][C:4]2[N:10]=[CH:15][C:14]([N+:16]([O-:18])=[O:17])=[CH:13][C:5]=2[CH2:6][CH2:7]1. Reported procedure: 3-Methylcyclohexanone (0.56 g, 4.99 mmol) was mixed with 1-methyl-3,5-dinitro-2-pyridone (1.00 g, 5.02 mmol) in 1M methanolic ammonia (50 mL, 50 mmol) and heated at reflux overnight. The solvent was evaporated off and the residue was suspended in CHCl3 and flash chromatographed over silica gel (43 g) eluting with EtOAc/hexane (1:10) to afford a white solid (515 mg, 63% yield): mp 55°-56° C. The reactants are CC(=O)Oc1ccc(CBr)c(Cl)c1, O=C([O-])[O-], COC(=O)c1cc(C)c2nc(C)[nH]c2n1, CN(C)C=O, [K+], [K+]. Yields the product COC(=O)c1cc(C)c2nc(C)n(Cc3ccc(OC(C)=O)cc3Cl)c2n1. Reaction SMILES: [C:16]([CH3:17])(=[O:18])[O:19][c:20]1[cH:21][c:22]([Cl:28])[c:23]([CH2:24][Br:25])[cH:26][cH:27]1.[C:29](=[O:30])([O-:31])[O-:32].[CH3:1][c:2]1[n:3][c:4]2[c:5]([n:6][c:7]([C:11](=[O:12])[O:13][CH3:14])[cH:8][c:9]2[CH3:10])[nH:15]1.[CH3:35][N:36]([CH3:37])[CH:38]=[O:39].[K+:33].[K+:34]>>[CH3:1][c:2]1[n:3][c:4]2[c:5]([n:6][c:7]([C:11](=[O:12])[O:13][CH3:14])[cH:8][c:9]2[CH3:10])[n:15]1[CH2:24][c:23]1[c:22]([Cl:28])[cH:21][c:20]([O:19][C:16]([CH3:17])=[O:18])[cH:27][cH:26]1.